From a dataset of the Open Reaction Database (ORD), a public repository of structured organic reaction records. describe an organic reaction: reactants, conditions, products, and yield Reactants: FC(C1=CC=C(C(=O)NN)C=C1)(F)F (4-(trifluoromethyl)benzoic acid hydrazide), Cl.C(C)(OCC)=N (ethyl acetimidate hydrochloride), product 1a. Yields the product N=C(C)NNC(C1=CC=C(C=C1)C(F)(F)F)=O (4-trifluoromethyl-benzoic acid N′-(1-imino-ethyl)-hydrazide). Reaction SMILES: [F:1][C:2]([F:14])([F:13])[C:3]1[CH:12]=[CH:11][C:6]([C:7]([NH:9][NH2:10])=[O:8])=[CH:5][CH:4]=1.Cl.[C:16](=[NH:21])(OCC)[CH3:17]>>[NH:21]=[C:16]([NH:10][NH:9][C:7](=[O:8])[C:6]1[CH:11]=[CH:12][C:3]([C:2]([F:13])([F:14])[F:1])=[CH:4][CH:5]=1)[CH3:17] |f:1.2|. Procedure: 4.78 g (23.4 mmol) 4-(trifluoromethyl)benzoic acid hydrazide and 5.21 g (42.1 mmol) ethyl acetimidate hydrochloride are reacted as described for intermediate product 1a). Starting materials: CCCCCC(CC(=O)Nc1cc(CBr)ccc1C(C)(C)C)c1cccc2c1OCCO2, O=C1NC(=O)c2ccccc21, CN(C)C=O, [K], O. Product: CCCCCC(CC(=O)Nc1cc(CN2C(=O)c3ccccc3C2=O)ccc1C(C)(C)C)c1cccc2c1OCCO2. Reaction SMILES: [C:13]([CH3:14])([CH3:15])([CH3:16])[c:17]1[c:18]([NH:25][C:26]([CH2:27][CH:28]([CH2:29][CH2:30][CH2:31][CH2:32][CH3:33])[c:34]2[c:35]3[c:36]([cH:37][cH:38][cH:39]2)[O:40][CH2:41][CH2:42][O:43]3)=[O:44])[cH:19][c:20]([CH2:23][Br:24])[cH:21][cH:22]1.[C:1]1(=[O:11])[c:2]2[c:3]([cH:7][cH:8][cH:9][cH:10]2)[C:4](=[O:6])[NH:5]1.[CH3:45][N:46]([CH3:47])[CH:48]=[O:49].[K:12].[OH2:50]>>[C:1]1(=[O:11])[c:2]2[c:3]([cH:7][cH:8][cH:9][cH:10]2)[C:4](=[O:6])[N:5]1[CH2:23][c:20]1[cH:19][c:18]([NH:25][C:26]([CH2:27][CH:28]([CH2:29][CH2:30][CH2:31][CH2:32][CH3:33])[c:34]2[c:35]3[c:36]([cH:37][cH:38][cH:39]2)[O:40][CH2:41][CH2:42][O:43]3)=[O:44])[c:17]([C:13]([CH3:14])([CH3:15])[CH3:16])[cH:22][cH:21]1. The reactants are CCCCCCCCCCCC(=O)[O-], CCCCCCCCCCCC(=O)[O-], ClC(Cl)(Cl)Cl, CCCC[Sn+2]CCCC, CCCCN=C=O, CC1(C)CC(O)CC(C)(C)N1O. Yields the product CCCCNC(=O)OC1CC(C)(C)N(O)C(C)(C)C1. RXN SMILES: [C:15]([O-:16])(=[O:17])[CH2:18][CH2:19][CH2:20][CH2:21][CH2:22][CH2:23][CH2:24][CH2:25][CH2:26][CH2:27][CH3:28].[C:1]([O-:2])(=[O:3])[CH2:4][CH2:5][CH2:6][CH2:7][CH2:8][CH2:9][CH2:10][CH2:11][CH2:12][CH2:13][CH3:14].[C:57]([Cl:58])([Cl:59])([Cl:60])[Cl:61].[CH2:29]([Sn+2:30][CH2:31][CH2:32][CH2:33][CH3:34])[CH2:35][CH2:36][CH3:37].[CH2:50]([CH2:51][CH2:52][CH3:53])[N:54]=[C:55]=[O:56].[OH:38][N:39]1[C:40]([CH3:48])([CH3:49])[CH2:41][CH:42]([OH:47])[CH2:43][C:44]1([CH3:45])[CH3:46]>>[OH:38][N:39]1[C:40]([CH3:48])([CH3:49])[CH2:41][CH:42]([O:47][C:55]([NH:54][CH2:50][CH2:51][CH2:52][CH3:53])=[O:56])[CH2:43][C:44]1([CH3:45])[CH3:46].